From a dataset of the Open Reaction Database (ORD), a public repository of structured organic reaction records. describe an organic reaction: reactants, conditions, products, and yield Yield: 51.2%. The reagents and catalysts are CC(=O)[O-].CC(=O)[O-].[Pd+2] (Pd(OAc)2). Procedure details: Anhydrous ethanol (2 mL) and anhydrous 1,4-dioxane (2 mL) were added to an argon-purged vial containing 2-amino-6-chloro-9-(tetrahydro-2H-pyran-4-yl)-7H-purin-8(9H)-one (see preparation Route A, 100 mg, 0.37 mmol), pyridine-4-boronic acid (69 mg, 0.56 mmol, 1.5 equiv.), K3PO4 (157 mg, 0.74 mmol, 2.0 equiv.), Pd(OAc)2 (12.5 mg, 0.018 mmol, 0.05 equiv.) and D-tBPF 1,1′-bis(di-tbutylphosphino)ferrocene (8.8 mg, 0.018 mmol, 0.05 equiv.) and the mixture was heated for 2.5 h in the microwave oven at 1... Starting materials: NC1=NC(=C2NC(N(C2=N1)C1CCOCC1)=O)Cl (2-amino-6-chloro-9-(tetrahydro-2H-pyran-4-yl)-7H-purin-8(9H)-one), N1=CC=C(C=C1)B(O)O (pyridine-4-boronic acid), [O-]P(=O)([O-])[O-].[K+].[K+].[K+] (K3PO4), 1,1′-bis(di-tbutylphosphino)ferrocene, C(=O)(C(F)(F)F)O (TFA). Run in O1CCOCC1 (1,4-dioxane), C(C)O (ethanol), CO (methanol). Reaction SMILES: [NH2:1][C:2]1[N:10]=[C:9]2[C:5]([NH:6][C:7](=[O:17])[N:8]2[CH:11]2[CH2:16][CH2:15][O:14][CH2:13][CH2:12]2)=[C:4](Cl)[N:3]=1.[N:19]1[CH:24]=[CH:23][C:22](B(O)O)=[CH:21][CH:20]=1.[O-]P([O-])([O-])=O.[K+].[K+].[K+].C(O)(C(F)(F)F)=O>CO.CC([O-])=O.CC([O-])=O.[Pd+2].O1CCOCC1.C(O)C>[NH2:1][C:2]1[N:10]=[C:9]2[C:5]([NH:6][C:7](=[O:17])[N:8]2[CH:11]2[CH2:16][CH2:15][O:14][CH2:13][CH2:12]2)=[C:4]([C:22]2[CH:23]=[CH:24][N:19]=[CH:20][CH:21]=2)[N:3]=1 |f:2.3.4.5,8.9.10|. Yields the product NC1=NC(=C2NC(N(C2=N1)C1CCOCC1)=O)C1=CC=NC=C1 (2-amino-6-(pyridin-4-yl)-9-(tetrahydro-2H-pyran-4-yl)-7H-purin-8(9H)-one). Run at temperature 150 celsius. Starting materials: Cc1ccccc1, CCN(C(C)C)C(C)C, Clc1cc(NCCNc2ccccc2)nc(N2CCOCC2)n1, O=C(Cl)Cl, ClCCl. Yields the product O=C1N(c2ccccc2)CCN1c1cc(Cl)nc(N2CCOCC2)n1. As a reaction SMILES: [CH3:28][c:29]1[cH:30][cH:31][cH:32][cH:33][cH:34]1.[CH:35]([N:36]([CH2:37][CH3:38])[CH:39]([CH3:40])[CH3:41])([CH3:42])[CH3:43].[Cl:1][c:2]1[cH:3][c:4]([NH:14][CH2:15][CH2:16][NH:17][c:18]2[cH:19][cH:20][cH:21][cH:22][cH:23]2)[n:5][c:6]([N:8]2[CH2:9][CH2:10][O:11][CH2:12][CH2:13]2)[n:7]1.[Cl:24][C:25]([Cl:26])=[O:27].[Cl:44][CH2:45][Cl:46]>>[Cl:1][c:2]1[cH:3][c:4]([N:14]2[CH2:15][CH2:16][N:17]([c:18]3[cH:19][cH:20][cH:21][cH:22][cH:23]3)[C:25]2=[O:27])[n:5][c:6]([N:8]2[CH2:9][CH2:10][O:11][CH2:12][CH2:13]2)[n:7]1.